This data is from the Open Reaction Database (ORD), a public repository of structured organic reaction records. The task is: describe an organic reaction: reactants, conditions, products, and yield Reaction SMILES: [Br:1][CH2:2][C:3](=[O:4])[Br:5].[CH2:6]1[CH2:7][NH:8][c:9]2[cH:10][cH:11][cH:12][cH:13][c:14]2[CH2:15]1.[cH:16]1[cH:17][cH:18][cH:19][cH:20][cH:21]1>>[Br:1][CH2:2][C:3](=[O:4])[N:8]1[CH2:7][CH2:6][CH2:15][c:14]2[c:9]1[cH:10][cH:11][cH:12][cH:13]2. The product is O=C(CBr)N1CCCc2ccccc21. Reactants: O=C(Br)CBr, c1ccc2c(c1)CCCN2, c1ccccc1.